This data is from the Open Reaction Database (ORD), a public repository of structured organic reaction records. The task is: describe an organic reaction: reactants, conditions, products, and yield Starting materials: BrC1(C(C1)(C1=CC=CC=C1)C)Br (2,2-dibromo-1-methyl-1-phenylcyclopropane), C(C)(=O)O (acetic acid). The reagents and catalysts are [Zn] (zinc). Solvent: CO (methanol). Conditions: time 4 hour. The product is BrC1C(C1)(C1=CC=CC=C1)C (2-bromo-1-methyl-1-phenylcyclopropane). The yield is 69.4%. Reaction SMILES: [Br:1][C:2]1(Br)[CH2:4][C:3]1([CH3:11])[C:5]1[CH:10]=[CH:9][CH:8]=[CH:7][CH:6]=1.C(O)(=O)C>CO.[Zn]>[Br:1][CH:2]1[CH2:4][C:3]1([CH3:11])[C:5]1[CH:10]=[CH:9][CH:8]=[CH:7][CH:6]=1. Procedure details: To a solution of 6.40 g (0.0221 mol) of 2,2-dibromo-1-methyl-1-phenylcyclopropane in 22 g of methanol was added 2.16 g (0.0360 mol) glacial acetic acid and 2.11 g (0.0323 mol) of zinc dust. After stirring at room temperature for 4 hours, the solvent was removed it vacuo. To the resulting residue hexanes and water were added. The resulting mixture was transferred to a separatory funnel and the phases were separated. The organic layer was dried over MgSO4 and filtered. The solvent was removed from... Starting materials: N(=O)[O-].[Na+] (sodium nitrite), N[C@H](CC(C)C)C(=O)O (D-leucine). The solvent is O (water), O (water), S(O)(O)(=O)=O (sulfuric acid). Reaction conditions: time 1.5 hour. Product: C([C@H](O)CC(C)C)(=O)O (D-leucic acid). Yield: 41.7%. As a reaction SMILES: N[C@@H:2]([C:7]([OH:9])=[O:8])[CH2:3][CH:4]([CH3:6])[CH3:5].N([O-])=[O:11].[Na+]>O.S(=O)(=O)(O)O>[C:7]([OH:9])(=[O:8])[C@@H:2]([CH2:3][CH:4]([CH3:6])[CH3:5])[OH:11] |f:1.2|. Procedure: 400 g of D-leucine was dissolved in 5 l of water containing 296 ml of concentrated sulfuric acid and cooled to -2°. A solution of 421 g of sodium nitrite in 1.25 l of water was added slowly while holding the temperature at -2°. The mixture was stirred at 0° for 1.5 hours and then allowed to warm to room temperature overnight. The mixture was extracted three times with ethyl acetate. The combined organic extracts were washed with sodium chloride solution, dried over anhydrous magnesium sulfate an... The reactants are [H-].[Al+3].[Li+].[H-].[H-].[H-] (Lithium aluminum hydride), COC1=C(CNC2=C(C#N)C=CC=N2)C=CC(=C1)OC (2-[(2,4-dimethoxybenzyl)amino]nicotinonitrile). Run in O1CCCC1 (tetrahydrofuran). Reaction conditions: time 4 hour. Yields the product NCC=1C(=NC=CC1)N=CC1=C(C=C(C=C1)OC)OC (3-(Aminomethyl)-N-(2,4-dimethoxvbenzal)pyridin-2-amine). Yield: 103.5%. As a reaction SMILES: [H-].[Al+3].[Li+].[H-].[H-].[H-].[CH3:7][O:8][C:9]1[CH:24]=[C:23]([O:25][CH3:26])[CH:22]=[CH:21][C:10]=1[CH2:11][NH:12][C:13]1[N:20]=[CH:19][CH:18]=[CH:17][C:14]=1[C:15]#[N:16]>O1CCCC1>[NH2:16][CH2:15][C:14]1[C:13]([N:12]=[CH:11][C:10]2[CH:21]=[CH:22][C:23]([O:25][CH3:26])=[CH:24][C:9]=2[O:8][CH3:7])=[N:20][CH:19]=[CH:18][CH:17]=1 |f:0.1.2.3.4.5|. Reported procedure: Lithium aluminum hydride (1.0 M in THF, 11.4 mL, 11.4 mmol) was added slowly to a solution of 2-[(2,4-dimethoxybenzyl)amino]nicotinonitrile (2.80 g, 10.4 mmol) in tetrahydrofuran (35 mL) at 0° C. The reaction was allowed to warm to room temperature and stir for 4 h. The reaction was carefully quenched with a saturated aqueous solution of sodium sulfate, filtered with copious dichloromethane and concentrated to produce the title compound (2.92 g). MS 274.3 (M+1). Product: CNC(ON1N=CC(=C1)Cl)=O (4-chloropyrazol-1-yl N-methylcarbamate). The solvent is C(C)#N (acetonitrile), C(C)#N (acetonitrile). Reactants: CN=C=O (methyl isocyanate), ClC=1C=NN(C1)O (4-chloro-1-hydroxypyrazole). Conditions: time 12 hour. RXN SMILES: [CH3:1][N:2]=[C:3]=[O:4].[Cl:5][C:6]1[CH:7]=[N:8][N:9]([OH:11])[CH:10]=1>C(#N)C>[CH3:1][NH:2][C:3](=[O:4])[O:11][N:9]1[CH:10]=[C:6]([Cl:5])[CH:7]=[N:8]1. Procedure: 8 g of methyl isocyanate, dissolved in 50 g of acetonitrile, are added to 15 g of 4-chloro-1-hydroxypyrazole and 150 g of acetonitrile at 25° C., while stirring. Stirring is continued for 12 hours, after which the reaction mixture is evaporated down and the residue is digested 3 times with a total of 150 g of petroleum ether. 17.8 g (80% of theory) or 4-chloropyrazol-1-yl N-methylcarbamate of melting point 125° C. are obtained. Reactants: C(C)[SiH](CC)CC (Triethylsilane), C(C)C=1OC2=C(C1C(O)C1=CC=CC=C1)C=CC=C2 ((2-ethyl-benzofuran-3-yl)-phenyl-methanol), FC(C(=O)O)(F)F (Trifluoroacetic acid). Run in C(Cl)Cl (methylene chloride). The product is C(C1=CC=CC=C1)C1=C(OC2=C1C=CC=C2)CC (3-Benzyl-2-ethyl-benzofuran). Yield: 102.8%. RXN SMILES: C([SiH](CC)CC)C.[CH2:8]([C:10]1[O:11][C:12]2[CH:26]=[CH:25][CH:24]=[CH:23][C:13]=2[C:14]=1[CH:15]([C:17]1[CH:22]=[CH:21][CH:20]=[CH:19][CH:18]=1)O)[CH3:9].FC(F)(F)C(O)=O>C(Cl)Cl>[CH2:15]([C:14]1[C:13]2[CH:23]=[CH:24][CH:25]=[CH:26][C:12]=2[O:11][C:10]=1[CH2:8][CH3:9])[C:17]1[CH:18]=[CH:19][CH:20]=[CH:21][CH:22]=1. Procedure: Triethylsilane (18.46 g; 0.159 mol) was added slowly to the solution of (2-ethyl-benzofuran-3-yl)-phenyl-methanol (20 g; 0.079 mol) in methylene chloride (200 mL) while stirring and cooling in ice bath under an atmosphere of nitrogen. Trifluoroacetic acid (40 mL) was then added dropwise. The mixture was then stirred at room temperature for one hour and the solvent was then evaporated. The residue was extracted with ether and the ethereal extracts were combined, washed with sodium bicarbonate sol... The reactants are COC=1C=C(C=CC1[N+](=O)[O-])O (3-methoxy-4-nitrophenol), C(=O)([O-])[O-].[K+].[K+] (K2CO3), BrCCO[Si](C)(C)C(C)(C)C ((2-bromoethoxy)(tert-butyl)dimethylsilane). Solvent: CN(C)C=O (DMF), O (water). Reaction conditions: temperature 70 celsius. Yields the product C(C)(C)(C)[Si](C)(C)OCCOC1=CC(=C(C=C1)[N+](=O)[O-])OC (tert-butyl-[2-(3-methoxy-4-nitro-phenoxy)-ethoxy]-dimethyl-silane). Isolated yield 51.8%. RXN SMILES: [CH3:1][O:2][C:3]1[CH:4]=[C:5]([OH:12])[CH:6]=[CH:7][C:8]=1[N+:9]([O-:11])=[O:10].C([O-])([O-])=O.[K+].[K+].Br[CH2:20][CH2:21][O:22][Si:23]([C:26]([CH3:29])([CH3:28])[CH3:27])([CH3:25])[CH3:24]>CN(C=O)C.O>[C:26]([Si:23]([O:22][CH2:21][CH2:20][O:12][C:5]1[CH:6]=[CH:7][C:8]([N+:9]([O-:11])=[O:10])=[C:3]([O:2][CH3:1])[CH:4]=1)([CH3:25])[CH3:24])([CH3:29])([CH3:28])[CH3:27] |f:1.2.3|. Procedure: Step B To a solution of 3-methoxy-4-nitrophenol (1 g, 5.9 mmol) in anhydrous DMF (25 mL) were added K2CO3 (2.45 g, 17.7 mmol) and (2-bromoethoxy)(tert-butyl)dimethylsilane (1.7 g, 7.1 mmol) sequentially. The reaction mixture was heated at 70° C. for 20 h. The mixture was cooled to room temperature, and diluted with water. The mixture was extracted with ethyl acetate three times. The combined organic extract was washed with water, brine, dried over MgSO4, and concentrated. The residue was purifie... Reactants: [OH-].[Na+] (NaOH), ClC=1C=C(C=CC1C(C1=CC=C(C=C1)Cl)Cl)N1N=CC(NC1=O)=O (2-[3-chloro-4-[chloro(4-chlorophenyl)methyl]phenyl]-1,2,4-triazine-3,5(2H,4H)-dione), SC1=NC=CC=C1 (2-mercaptopyridine), N12CCCCCC2=NCCC1 (1,8-diazabicyclo[5.4.0]undec-7-ene). Run in C1CCOC1 (THF). Conditions: time 8 hour. Yields the product ClC=1C=C(C=CC1C(SC1=NC=CC=C1)C1=CC=C(C=C1)Cl)N1N=CC(NC1=O)=O ((±)-2-[3-chloro-4-[(4-chlorophenyl)(2-pyridinyl-thio)methyl]phenyl]-1,2,4-triazine-3,5(2H,4H)-dione). Yield: 43.4%. Reaction SMILES: [Cl:1][C:2]1[CH:3]=[C:4]([N:17]2[C:22](=[O:23])[NH:21][C:20](=[O:24])[CH:19]=[N:18]2)[CH:5]=[CH:6][C:7]=1[CH:8](Cl)[C:9]1[CH:14]=[CH:13][C:12]([Cl:15])=[CH:11][CH:10]=1.[SH:25][C:26]1[CH:31]=[CH:30][CH:29]=[CH:28][N:27]=1.N12CCCN=C1CCCCC2.[OH-].[Na+]>C1COCC1>[Cl:1][C:2]1[CH:3]=[C:4]([N:17]2[C:22](=[O:23])[NH:21][C:20](=[O:24])[CH:19]=[N:18]2)[CH:5]=[CH:6][C:7]=1[CH:8]([C:9]1[CH:14]=[CH:13][C:12]([Cl:15])=[CH:11][CH:10]=1)[S:25][C:26]1[CH:31]=[CH:30][CH:29]=[CH:28][N:27]=1 |f:3.4|. Procedure: A mixture of 2-[3-chloro-4-[chloro(4-chlorophenyl)methyl]phenyl]-1,2,4-triazine-3,5(2H,4H)-dione (0.015 mol) and 2-mercaptopyridine (0.04 mol) in THF (100 ml) was stirred overnight at RT. 1,8-diazabicyclo[5.4.0]undec-7-ene (0.03 mol) was added and the resulting reaction mixture was stirred for 3 hours. NaOH (1 N; 50 ml) was added. The mixture was stirred for 5 minutes, then extracted with EtOAc. The separated organic layer was washed with water, dried, filtered and the solvent evaporated. The aq... The reactants are NC1=C(C(=NN1C1=C(C=C(C=C1Cl)OC(F)(F)F)Cl)C#N)C#C (5-amino-3-cyano-1-(2,6-dichloro-4-trifluoromethoxyphenyl)-4-ethynylpyrazole), C1(=CC=C(C=C1)S(=O)(=O)O)C (p-toluenesulphonic acid). Solvent: C(C)#N (acetonitrile). Reaction conditions: time 1.5 hour. The product is C(C)(=O)C=1C(=NN(C1N)C1=C(C=C(C=C1Cl)OC(F)(F)F)Cl)C#N (4-Acetyl-5-amino-3-cyano-1-(2,6-dichloro-4-trifluoromethoxyphenyl)pyrazole). As a reaction SMILES: [NH2:1][C:2]1[N:6]([C:7]2[C:12]([Cl:13])=[CH:11][C:10]([O:14][C:15]([F:18])([F:17])[F:16])=[CH:9][C:8]=2[Cl:19])[N:5]=[C:4]([C:20]#[N:21])[C:3]=1[C:22]#[CH:23].C1(C)C=CC(S(O)(=O)=[O:31])=CC=1>C(#N)C>[C:22]([C:3]1[C:4]([C:20]#[N:21])=[N:5][N:6]([C:7]2[C:12]([Cl:13])=[CH:11][C:10]([O:14][C:15]([F:17])([F:16])[F:18])=[CH:9][C:8]=2[Cl:19])[C:2]=1[NH2:1])(=[O:31])[CH3:23]. Procedure details: To a solution of 5-amino-3-cyano-1-(2,6-dichloro-4-trifluoromethoxyphenyl)-4-ethynylpyrazole (0.318 g) in acetonitrile (10 ml) was added p-toluenesulphonic acid (0.455 g) and the mixture was stirred at room temperature for 1.5 hours and then evaporated to dryness. The residue was taken up in ether and washed with saturated aqueous sodium hydrogen carbonate solution (5 ml). The aqueous layer was twice extracted with ether. The combined organic layers were dried (Na2SO4) and evaporated. The residu...